describe an organic reaction: reactants, conditions, products, and yield From a dataset of the Open Reaction Database (ORD), a public repository of structured organic reaction records. The reactants are [H-].[Na+] (sodium hydride), ICCCCCCC#C (8-iodo-1-octyne), [Cl-].[NH4+] (ammonium chloride), FC(C(=O)N)(F)F (trifluoroacetamide). Solvent: CN(C)C=O (DMF), CCOCC (ether), CN(C)C=O (DMF). Run at time 2 hour. Product: FC(C(=O)NCCCCCCC#C)(F)F (8-trifluoroacetamido-1-octyne). The yield is 79.5%. RXN SMILES: [H-].[Na+].[F:3][C:4]([F:9])([F:8])[C:5]([NH2:7])=[O:6].I[CH2:11][CH2:12][CH2:13][CH2:14][CH2:15][CH2:16][C:17]#[CH:18].[Cl-].[NH4+]>CN(C=O)C.CCOCC>[F:3][C:4]([F:9])([F:8])[C:5]([NH:7][CH2:18][CH2:17][CH2:16][CH2:15][CH2:14][CH2:13][C:12]#[CH:11])=[O:6] |f:0.1,4.5|. Procedure: To a solution of sodium hydride (60% oil, 9.82 g, 245 mmol) in DMF (200 ml), trifluoroacetamide (34.7 g, 307 mmol) divided into 10 portion was added portionwise with ice cooling. Then, the reaction mixture was added with a solution of 8-iodo-1-octyne (14.5 g, 61.4 mmol) in DMF (60 ml), and stirred at room temperature for two hours. The reaction mixture was added with saturated aqueous ammonium chloride (400 ml) and ether (400 ml) for extraction. The ether layer was dried over magnesium sulfate, ... The reactants are C(C)(C)(C)C1=C(C(=CC(=C1)C)C(C)(C)C)O (2,6-ditert.butyl-4-methylphenol), S(O)(O)(=O)=O (sulfuric acid), COCOC (methylal). Reaction conditions: temperature 120 celsius. The product is C(C1=C(C(=CC(=C1)C)C(C)(C)C)O)C1=C(C(=CC(=C1)C)C(C)(C)C)O (2,2'-methylene-bis(4-methyl-6-tert.butylphenol)). The yield is 84.1%. Reaction SMILES: [C:1]([C:5]1[CH:10]=[C:9]([CH3:11])[CH:8]=[C:7]([C:12]([CH3:15])([CH3:14])[CH3:13])[C:6]=1[OH:16])([CH3:4])(C)C.S(=O)(=O)(O)O.COC[O:25][CH3:26]>>[CH2:1]([C:4]1[CH:1]=[C:5]([CH3:10])[CH:6]=[C:7]([C:12]([CH3:15])([CH3:14])[CH3:13])[C:26]=1[OH:25])[C:5]1[CH:10]=[C:9]([CH3:11])[CH:8]=[C:7]([C:12]([CH3:13])([CH3:14])[CH3:15])[C:6]=1[OH:16]. Procedure: Into a reactor provided with a stirrer, thermometer and a heating bath there are charged 220 g (1 g.-mol) of 2,6-ditert.butyl-4-methylphenol, 2.2. g of concentrated sulfuric acid and the mixture is heated to the temperature of 120° C. While maintaining the temperature at 120° C., 94 g (1.24 g-mol) of methylal are fed into the reactor for 1.5 hour. On completion of the reaction, the catalyst is separated, volatile products are distilled under vacuum to give 143.0 g of 2,2'-methylene-bis(4-methyl-... Starting materials: 23.8, FC1=CC=C(C=C1)CN1C(=NC2=C1C=NC=C2)NC2CCN(CC2)C(=O)OCC (ethyl 4-[[3-[(4-fluorophenyl)methyl]-3H-imidazo[4,5-c]pyridin-2-yl]amino]-1-piperidine carboxylate), Br (hydrobromic acid). Run in O (water). Run at temperature 80 celsius, time 8 hour. The product is 14.7, O.Br.Br.FC1=CC=C(C=C1)CN1C(=NC2=C1C=NC=C2)NC2CCNCC2 (3-[(4-fluorophenyl)methyl]-N-(4-piperidinyl)-3H-imidazo[4,5-c]pyridin-2-amine dihydrobromide monohydrate). Yield: 48.0%. Reaction SMILES: [F:1][C:2]1[CH:7]=[CH:6][C:5]([CH2:8][N:9]2[C:13]3[CH:14]=[N:15][CH:16]=[CH:17][C:12]=3[N:11]=[C:10]2[NH:18][CH:19]2[CH2:24][CH2:23][N:22](C(OCC)=[O:26])[CH2:21][CH2:20]2)=[CH:4][CH:3]=1.[BrH:30]>O>[OH2:26].[BrH:30].[BrH:30].[F:1][C:2]1[CH:7]=[CH:6][C:5]([CH2:8][N:9]2[C:13]3[CH:14]=[N:15][CH:16]=[CH:17][C:12]=3[N:11]=[C:10]2[NH:18][CH:19]2[CH2:24][CH2:23][NH:22][CH2:21][CH2:20]2)=[CH:4][CH:3]=1 |f:3.4.5.6|. Reported procedure: A mixture of 23.8 parts of ethyl 4-[[3-[(4-fluorophenyl)methyl]-3H-imidazo[4,5-c]pyridin-2-yl]amino]-1-piperidine carboxylate and 275 parts of a hydrobromic acid solution 48% in water was stirred overnight at 80° C. The reaction mixture was evaporated and the residue was crystallized from ethanol, yielding 14.7 parts (48%) of 3-[(4-fluorophenyl)methyl]-N-(4-piperidinyl)-3H-imidazo[4,5-c]pyridin-2-amine dihydrobromide monohydrate; mp. 291.6° C. (39). Starting materials: ClC1=NC=CC(=N1)C1=C(N=C(S1)C(C)(C)C)C=1C(=C(C=CC1)NS(=O)(=O)C1=C(C=CC=C1F)F)F (N-{3-[5-(2-chloro-4-pyrimidinyl)-2-(1,1-dimethylethyl)-1,3-thiazol-4-yl]-2-fluorophenyl}-2,6-difluorobenzenesulfonamide), C(=O)([O-])[O-].[K+].[K+] (K2CO3), C(C=C)O (2-propen-1-ol), B1C2CCCC1CCC2 (9-BBN), ice. The reagents and catalysts are C=1C=CC(=CC1)[P](C=2C=CC=CC2)(C=3C=CC=CC3)[Pd]([P](C=4C=CC=CC4)(C=5C=CC=CC5)C=6C=CC=CC6)([P](C=7C=CC=CC7)(C=8C=CC=CC8)C=9C=CC=CC9)[P](C=1C=CC=CC1)(C=1C=CC=CC1)C=1C=CC=CC1 (tetrakis(triphenylphosphine)palladium). Run in CN(C=O)C (N,N-dimethylformamide), CCOC(=O)C (EtOAc), [NH4+].[Cl-] (NH4Cl), O1CCCC1 (tetrahydrofuran). Conditions: temperature 50 celsius, time 2 hour. The product is CC(C)(C)C=1SC(=C(N1)C=1C(=C(C=CC1)NS(=O)(=O)C1=C(C=CC=C1F)F)F)C1=NC(=NC=C1)CCCO (N-(3-{2-(1,1-dimethylethyl)-5-[2-(3-hydroxypropyl)-4-pyrimidinyl]-1,3-thiazol-4-yl}-2-fluorophenyl)-2,6-difluorobenzenesulfonamide). RXN SMILES: [CH2:1]([OH:4])[CH:2]=[CH2:3].B1C2CCCC1CCC2.Cl[C:15]1[N:20]=[C:19]([C:21]2[S:25][C:24]([C:26]([CH3:29])([CH3:28])[CH3:27])=[N:23][C:22]=2[C:30]2[C:31]([F:48])=[C:32]([NH:36][S:37]([C:40]3[C:45]([F:46])=[CH:44][CH:43]=[CH:42][C:41]=3[F:47])(=[O:39])=[O:38])[CH:33]=[CH:34][CH:35]=2)[CH:18]=[CH:17][N:16]=1.C([O-])([O-])=O.[K+].[K+]>O1CCCC1.CN(C)C=O.CCOC(C)=O.[NH4+].[Cl-].C1C=CC([P]([Pd]([P](C2C=CC=CC=2)(C2C=CC=CC=2)C2C=CC=CC=2)([P](C2C=CC=CC=2)(C2C=CC=CC=2)C2C=CC=CC=2)[P](C2C=CC=CC=2)(C2C=CC=CC=2)C2C=CC=CC=2)(C2C=CC=CC=2)C2C=CC=CC=2)=CC=1>[CH3:29][C:26]([C:24]1[S:25][C:21]([C:19]2[CH:18]=[CH:17][N:16]=[C:15]([CH2:3][CH2:2][CH2:1][OH:4])[N:20]=2)=[C:22]([C:30]2[C:31]([F:48])=[C:32]([NH:36][S:37]([C:40]3[C:41]([F:47])=[CH:42][CH:43]=[CH:44][C:45]=3[F:46])(=[O:38])=[O:39])[CH:33]=[CH:34][CH:35]=2)[N:23]=1)([CH3:27])[CH3:28] |f:3.4.5,9.10,^1:76,78,97,116|. Procedure: To a stirring solution of 2-propen-1-ol (0.038 ml, 0.557 mmol) in tetrahydrofuran (1 ml) at 0° C. was added 9-BBN (3.34 ml, 1.670 mmol). The reaction mixture taken out of the ice bath and stirred for 2 h and added a solution of N-{3-[5-(2-chloro-4-pyrimidinyl)-2-(1,1-dimethylethyl)-1,3-thiazol-4-yl]-2-fluorophenyl}-2,6-difluorobenzenesulfonamide (0.15 g, 0.278 mmol), K2CO3 (0.742 ml, 2.226 mmol), and bis(tri-t-butylphosphine)palladium (0) (0.014 g, 0.028 mmol) in N,N-dimethylformamide (1 ml) and... Reactants: OCC1=CC=C(CCC(=O)OC)C=C1 (methyl 4-hydroxymethylhydrocinnamate). The reagents and catalysts are [O-2].[O-2].[Mn+4] (manganese dioxide). Run in ClCCl (dichloromethane). Conditions: time 17 hour. Product: C(=O)C1=CC=C(CCC(=O)OC)C=C1 (methyl 4-formylhydrocinnamate). The yield is 91.1%. RXN SMILES: [OH:1][CH2:2][C:3]1[CH:14]=[CH:13][C:6]([CH2:7][CH2:8][C:9]([O:11][CH3:12])=[O:10])=[CH:5][CH:4]=1>ClCCl.[O-2].[O-2].[Mn+4]>[CH:2]([C:3]1[CH:14]=[CH:13][C:6]([CH2:7][CH2:8][C:9]([O:11][CH3:12])=[O:10])=[CH:5][CH:4]=1)=[O:1] |f:2.3.4|. Procedure details: A suspension of methyl 4-hydroxymethylhydrocinnamate (2.34 g) and manganese dioxide (21.0 g) in 40 ml dichloromethane was stirred at room temperature for 17 hours. Manganese dioxide was filtered off onto Celite. The filtrate was evaporated and dried under reduced pressure to give methyl 4-formylhydrocinnamate (2.11 g, 91%) as a colorless solid. Starting materials: CC(=O)Cl, CO, CC(=O)N1c2ccc(-c3ccc(CN(C)C(=O)OCc4ccccc4)cc3)cc2C(NC(=O)OC(C)(C)C)CC1C. Product: CC(=O)N1c2ccc(-c3ccc(CN(C)C(=O)OCc4ccccc4)cc3)cc2C(N)CC1C. As a reaction SMILES: [CH3:42][C:43](=[O:44])[Cl:45].[CH3:46][OH:47].[c:1]1([CH2:7][O:8][C:9]([N:10]([CH3:11])[CH2:12][c:13]2[cH:14][cH:15][c:16](-[c:19]3[cH:20][c:21]4[c:26]([cH:27][cH:28]3)[N:25]([C:29]([CH3:30])=[O:31])[CH:24]([CH3:32])[CH2:23][CH:22]4[NH:33][C:34]([O:35][C:36]([CH3:37])([CH3:38])[CH3:39])=[O:40])[cH:17][cH:18]2)=[O:41])[cH:2][cH:3][cH:4][cH:5][cH:6]1>>[c:1]1([CH2:7][O:8][C:9]([N:10]([CH3:11])[CH2:12][c:13]2[cH:14][cH:15][c:16](-[c:19]3[cH:20][c:21]4[c:26]([cH:27][cH:28]3)[N:25]([C:29]([CH3:30])=[O:31])[CH:24]([CH3:32])[CH2:23][CH:22]4[NH2:33])[cH:17][cH:18]2)=[O:41])[cH:2][cH:3][cH:4][cH:5][cH:6]1. Reactants: COC=1C=C(C=C(C1)OC)B(O)O ((3,5-dimethoxyphenyl)boronic acid), BrC1=CN(C2=CC(=CC=C12)S(=O)(=O)N(C1=NC=NS1)CC1=C(C=C(C=C1)OC)OC)C (3-bromo-N-(2,4-dimethoxybenzyl)-1-methyl-N-(1,2,4-thiadiazol-5-yl)-1H-indole-6-sulfonamide). Product: COC=1C=C(C=C(C1)OC)C1=CN(C2=CC(=CC=C12)S(=O)(=O)NC1=NC=NS1)C (3-(3,5-dimethoxyphenyl)-1-methyl-N-(1,2,4-thiadiazol-5-yl)-1H-indole-6-sulfonamide). RXN SMILES: [CH3:1][O:2][C:3]1[CH:4]=[C:5](B(O)O)[CH:6]=[C:7]([O:9][CH3:10])[CH:8]=1.Br[C:15]1[C:23]2[C:18](=[CH:19][C:20]([S:24]([N:27](CC3C=CC(OC)=CC=3OC)[C:28]3[S:32][N:31]=[CH:30][N:29]=3)(=[O:26])=[O:25])=[CH:21][CH:22]=2)[N:17]([CH3:44])[CH:16]=1>>[CH3:1][O:2][C:3]1[CH:4]=[C:5]([C:15]2[C:23]3[C:18](=[CH:19][C:20]([S:24]([NH:27][C:28]4[S:32][N:31]=[CH:30][N:29]=4)(=[O:25])=[O:26])=[CH:21][CH:22]=3)[N:17]([CH3:44])[CH:16]=2)[CH:6]=[C:7]([O:9][CH3:10])[CH:8]=1. Procedure details: The title compound was prepared in an analogous manner to that described in Example 28 using (3,5-dimethoxyphenyl)boronic acid and 3-bromo-N-(2,4-dimethoxybenzyl)-1-methyl-N-(1,2,4-thiadiazol-5-yl)-1H-indole-6-sulfonamide, and the desired product, 3-(3,5-dimethoxyphenyl)-1-methyl-N-(1,2,4-thiadiazol-5-yl)-1H-indole-6-sulfonamide, was isolated as an off-white solid. 1H NMR (500 MHz, DMSO-d6) δ ppm 3.78-3.88 (m, 9 H) 6.39 (t, J=2.23 Hz, 1 H) 6.77 (d, J=2.29 Hz, 2 H) 7.52 (dd, J=8.42, 1.55 Hz, 1 H)...